Dataset: the Open Reaction Database (ORD), a public repository of structured organic reaction records. Task: describe an organic reaction: reactants, conditions, products, and yield Reactants: COC=1C=C2C=C(NC2=CC1)C=CC=CC(=O)OCC (ethyl 5-(5-methoxyindol-2-yl)-2,4-pentadienoate), [H-].[Na+] (sodium hydride), reagent, ice, ClC1=CC=C(C(=O)Cl)C=C1 (p-chlorobenzoyl chloride). Procedure details: A solution of ethyl 5-(5-methoxyindol-2-yl)-2,4-pentadienoate (0.8 g, 2.9 mmol) in 20 ml of tetrahydrofuran (THF) was added dropwise to a suspension of sodium hydride (0.024 g of a 60% reagent) at 0° C. (ice bath). After addition, the mixture was stirred in the ice bath for 1 hour and a solution of p-chlorobenzoyl chloride (0.54 g) in 10 ml of THF was added; the resulting mixture was filtered to remove the precipitate and the filtrate was washed with brine, dried (magnesium sulfate) and concentr... Product: ClC1=CC=C(C(=O)N2C(=CC3=CC(=CC=C23)OC)C=CC=CC(=O)OCC)C=C1 (ethyl 5-(1-p-chlorobenzoyl-5-methoxyindol-2-yl)-2,4-pentadienoate). Yield: 63.1%. RXN SMILES: [CH3:1][O:2][C:3]1[CH:4]=[C:5]2[C:9](=[CH:10][CH:11]=1)[NH:8][C:7]([CH:12]=[CH:13][CH:14]=[CH:15][C:16]([O:18][CH2:19][CH3:20])=[O:17])=[CH:6]2.[H-].[Na+].[Cl:23][C:24]1[CH:32]=[CH:31][C:27]([C:28](Cl)=[O:29])=[CH:26][CH:25]=1>O1CCCC1>[Cl:23][C:24]1[CH:32]=[CH:31][C:27]([C:28]([N:8]2[C:9]3[C:5](=[CH:4][C:3]([O:2][CH3:1])=[CH:11][CH:10]=3)[CH:6]=[C:7]2[CH:12]=[CH:13][CH:14]=[CH:15][C:16]([O:18][CH2:19][CH3:20])=[O:17])=[O:29])=[CH:26][CH:25]=1 |f:1.2|. Run in O1CCCC1 (tetrahydrofuran), O1CCCC1 (THF). Starting materials: C(C)(C)(C)OC(=O)N1C(CCCC1)CCOC1=C(C(NC2=CC(=C(C=C12)N)Cl)=O)C1=CC(=CC(=C1)C)C (2-{2-[6-amino-7-chloro-3-(3,5-dimethylphenyl)-2-oxo-1,2-dihydro-quinolin-4-yloxy]-ethyl}-piperidine-1-carboxylic acid tert-butyl ester), C1(CC1)C(=O)Cl (cyclopropanecarbonyl chloride). Conditions: temperature 100 celsius, time 4 hour. Yields the product C(C)(C)(C)OC(=O)N1C(CCCC1)CCOC1=C(C(NC2=CC(=C(C=C12)NC(=O)C1CC1)Cl)=O)C1=CC(=CC(=C1)C)C (2-{2-[7-chloro-6-(cyclopropanecarbonylamino)-3-(3,5-dimethylphenyl)-2-oxo-1,2-dihydroquinolin-4-yloxy]-ethyl}-piperidine-1-carboxylic acid tert-butyl ester). As a reaction SMILES: [C:1]([O:5][C:6]([N:8]1[CH2:13][CH2:12][CH2:11][CH2:10][CH:9]1[CH2:14][CH2:15][O:16][C:17]1[C:26]2[C:21](=[CH:22][C:23]([Cl:28])=[C:24]([NH2:27])[CH:25]=2)[NH:20][C:19](=[O:29])[C:18]=1[C:30]1[CH:35]=[C:34]([CH3:36])[CH:33]=[C:32]([CH3:37])[CH:31]=1)=[O:7])([CH3:4])([CH3:3])[CH3:2].[CH:38]1([C:41](Cl)=[O:42])[CH2:40][CH2:39]1>>[C:1]([O:5][C:6]([N:8]1[CH2:13][CH2:12][CH2:11][CH2:10][CH:9]1[CH2:14][CH2:15][O:16][C:17]1[C:26]2[C:21](=[CH:22][C:23]([Cl:28])=[C:24]([NH:27][C:41]([CH:38]3[CH2:40][CH2:39]3)=[O:42])[CH:25]=2)[NH:20][C:19](=[O:29])[C:18]=1[C:30]1[CH:31]=[C:32]([CH3:37])[CH:33]=[C:34]([CH3:36])[CH:35]=1)=[O:7])([CH3:2])([CH3:4])[CH3:3]. Reported procedure: To a solution of 2-{2-[6-amino-7-chloro-3-(3,5-dimethylphenyl)-2-oxo-1,2-dihydro-quinolin-4-yloxy]-ethyl}-piperidine-1-carboxylic acid tert-butyl ester (162 mg in 8 mL chlorobenzene) was added cyclopropanecarbonyl chloride (0.054 mL) and the mixture heated to 100° C. After 4 hours, the reaction was cooled and the solvent removed in vacuo. The residue was dissolved in methylene chloride and washed with saturated sodium bicarbonate. Concentration of the crude organics provided the title compound (... The reactants are BrCCBr, CCO, COC(=O)C(Cc1ccc(O)cc1)Nc1ccccc1C(=O)c1ccccc1C, [K+], [OH-]. The product is COC(=O)C(Cc1ccc(OCCBr)cc1)Nc1ccccc1C(=O)c1ccccc1C. RXN SMILES: [Br:32][CH2:33][CH2:34][Br:35].[CH3:36][CH2:37][OH:38].[CH3:3][O:4][C:5]([CH:6]([CH2:7][c:8]1[cH:9][cH:10][c:11]([OH:14])[cH:12][cH:13]1)[NH:15][c:16]1[c:17]([C:22]([c:23]2[c:24]([CH3:29])[cH:25][cH:26][cH:27][cH:28]2)=[O:30])[cH:18][cH:19][cH:20][cH:21]1)=[O:31].[K+:2].[OH-:1]>>[CH3:3][O:4][C:5]([CH:6]([CH2:7][c:8]1[cH:9][cH:10][c:11]([O:14][CH2:34][CH2:33][Br:32])[cH:12][cH:13]1)[NH:15][c:16]1[c:17]([C:22]([c:23]2[c:24]([CH3:29])[cH:25][cH:26][cH:27][cH:28]2)=[O:30])[cH:18][cH:19][cH:20][cH:21]1)=[O:31]. Starting materials: O=C[C@H](O)[C@H](O)[C@H](O)CO (D-ribose), C(C1=CC=CO1)N (furfurylamine), ClCCN=C=O (2-chloroethyl isocyanate). Product: ClCCNC(=O)N(C1[C@H](O)[C@H](O)[C@H](O1)CO)CC1=CC=CO1 (1-(2-chloroethyl)-3-furfuryl-3-(D-ribofuranosyl)urea). The yield is 64.3%. Reaction SMILES: O=[CH:2][C@@H:3]([C@@H:5]([C@@H:7]([CH2:9][OH:10])[OH:8])[OH:6])[OH:4].[CH2:11]([NH2:17])[C:12]1[O:16][CH:15]=[CH:14][CH:13]=1.[Cl:18][CH2:19][CH2:20][N:21]=[C:22]=[O:23]>>[Cl:18][CH2:19][CH2:20][NH:21][C:22]([N:17]([CH2:11][C:12]1[O:16][CH:15]=[CH:14][CH:13]=1)[CH:2]1[O:8][C@H:7]([CH2:9][OH:10])[C@@H:5]([OH:6])[C@H:3]1[OH:4])=[O:23]. Procedure details: 3.0 g of D-ribose, 2.8 g of furfurylamine and 2.5 g of 2-chloroethyl isocyanate are treated in the same manner as described in Example 31-(1). 4.3 g of 1-(2-chloroethyl)-3-furfuryl-3-(D-ribofuranosyl)urea are thereby obtained as colorless caramel.